This data is from the Open Reaction Database (ORD), a public repository of structured organic reaction records. The task is: describe an organic reaction: reactants, conditions, products, and yield Starting materials: CC(=O)O, Nc1ccc2c(c1)OCO2, CC(=O)OC(C)=O, [Na+], O=C([O-])O. Product: CC(=O)Nc1ccc2c(c1)OCO2. As a reaction SMILES: [C:23]([OH:24])(=[O:25])[CH3:26].[CH2:1]1[O:2][c:3]2[cH:4][c:5]([NH2:6])[cH:7][cH:8][c:9]2[O:10]1.[CH3:11][C:12](=[O:13])[O:14][C:15]([CH3:16])=[O:17].[Na+:22].[O-:18][C:19]([OH:20])=[O:21]>>[CH2:1]1[O:2][c:3]2[cH:4][c:5]([NH:6][C:12]([CH3:11])=[O:13])[cH:7][cH:8][c:9]2[O:10]1. Starting materials: COC(C1=C(C=CC=C1F)N(C(=O)OC(C)C)CCCC(=O)OCC)=O (2-[(3-Ethoxycarbonyl-propyl)-isopropoxycarbonyl-amino]-6-fluor-benzoic acid methyl ester), CC(C)([O-])C.[K+] (potassium tert-butoxide), Cl (HCl), [Cl-].[Li+] (lithium chloride), ice water. Solvent: [Cl-].[Na+].O (brine), C1CCOC1 (THF), C1CCOC1 (THF). Reaction conditions: temperature 160 celsius, time 2 hour. Yields the product C(C)(C)OC(=O)N1C2=C(C(CCC1)=O)C(=CC=C2)F (6-Fluor-5-oxo-2,3,4,5-tetrahydro-benzo[b]azepine-1-carboxylic acid isopropyl ester). Yield: 47.1%. Reaction SMILES: COC(=O)[C:4]1[C:9]([F:10])=[CH:8][CH:7]=[CH:6][C:5]=1[N:11]([CH2:18][CH2:19][CH2:20][C:21]([O:23]CC)=O)[C:12]([O:14][CH:15]([CH3:17])[CH3:16])=[O:13].CC(C)([O-])C.[K+].Cl.[Cl-].[Li+]>C1COCC1.[Cl-].[Na+].O>[CH:15]([O:14][C:12]([N:11]1[CH2:18][CH2:19][CH2:20][C:21](=[O:23])[C:4]2[C:9]([F:10])=[CH:8][CH:7]=[CH:6][C:5]1=2)=[O:13])([CH3:16])[CH3:17] |f:1.2,4.5,7.8.9|. Procedure details: Add a solution of 2-[(3-Ethoxycarbonyl-propyl)-isopropoxycarbonyl-amino]-6-fluor-benzoic acid methyl ester (2.96 g, 8.01 mmol) in THF (123 mL) to a solution of potassium tert-butoxide (16 mL, 16 mmol, 1 M in THF) in THF (123 mL) at room temperature under an atmosphere of nitrogen. After 2 h, pour the mixture into ice/water. Treat aqueous phase with 1M HCl to pH neutral and extract with dichloromethane. Dry the organic layer over anhydrous magnesium sulfate, filter, and remove the solvent under r... Starting materials: CCOC(=O)c1cc(OCC)c(N)c(OCC)c1, Cl[Cu], Cl, O=N[O-], [Na+], O. Yields the product CCOC(=O)c1cc(OCC)c(Cl)c(OCC)c1. RXN SMILES: [CH2:1]([CH3:2])[O:3][C:4]([c:5]1[cH:6][c:7]([O:15][CH2:16][CH3:17])[c:8]([NH2:14])[c:9]([O:11][CH2:12][CH3:13])[cH:10]1)=[O:18].[Cl:25][Cu:26].[ClH:19].[N:20]([O-:21])=[O:22].[Na+:23].[OH2:24]>>[CH2:1]([CH3:2])[O:3][C:4]([c:5]1[cH:6][c:7]([O:15][CH2:16][CH3:17])[c:8]([Cl:19])[c:9]([O:11][CH2:12][CH3:13])[cH:10]1)=[O:18]. The reactants are CC(C)(C)OC(=O)N1CCC(O)CC1, C1CCOC1, CC(C)OC(=O)N=NC(=O)OC(C)C, Oc1ccc(Cl)cc1, c1ccc(P(c2ccccc2)c2ccccc2)cc1. Product: CC(C)(C)OC(=O)N1CCC(Oc2ccc(Cl)cc2)CC1. Reaction SMILES: [C:15]([CH3:16])([CH3:17])([CH3:18])[O:19][C:20](=[O:21])[N:22]1[CH2:23][CH2:24][CH:25]([OH:28])[CH2:26][CH2:27]1.[CH2:56]1[O:57][CH2:58][CH2:59][CH2:60]1.[O:1]=[C:2]([O:3][CH:4]([CH3:5])[CH3:6])[N:7]=[N:8][C:9]([O:10][CH:11]([CH3:12])[CH3:13])=[O:14].[OH:29][c:30]1[cH:31][cH:32][c:33]([Cl:34])[cH:35][cH:36]1.[c:37]1([P:38]([c:39]2[cH:40][cH:41][cH:42][cH:43][cH:44]2)[c:45]2[cH:46][cH:47][cH:48][cH:49][cH:50]2)[cH:51][cH:52][cH:53][cH:54][cH:55]1>>[C:15]([CH3:16])([CH3:17])([CH3:18])[O:19][C:20](=[O:21])[N:22]1[CH2:23][CH2:24][CH:25]([O:28][c:30]2[cH:31][cH:32][c:33]([Cl:34])[cH:35][cH:36]2)[CH2:26][CH2:27]1. Starting materials: [H-].[Na+] (sodium hydride), [Br-].C(CC)[C@@H]1CC[C@H](CC1)C[P+](C1=CC=CC=C1)(C1=CC=CC=C1)C1=CC=CC=C1 ((trans-4-propylcyclohexylmethyl)triphenylphosphonium bromide), FC([C@@H]1CC[C@H](CC1)C=O)(F)F (trans-4-Trifluoromethyl-1-formylcyclohexane). The solvent is CS(=O)C (DMSO), CS(=O)C (DMSO), CS(=O)C (DMSO). Run at time 10 minute. Product: C(CC)[C@@H]1CC[C@H](CC1)C=C[C@@H]1CC[C@H](CC1)C(F)(F)F (1-(trans-4-Propylcyclohexyl)-2-(trans-4-trifluoromethylcyclohexyl)ethene). Reaction SMILES: [Br-].[CH2:2]([C@H:5]1[CH2:10][CH2:9][C@H:8]([CH2:11][P+](C2C=CC=CC=2)(C2C=CC=CC=2)C2C=CC=CC=2)[CH2:7][CH2:6]1)[CH2:3][CH3:4].[H-].[Na+].[F:33][C:34]([F:44])([F:43])[C@H:35]1[CH2:40][CH2:39][C@H:38]([CH:41]=O)[CH2:37][CH2:36]1>CS(C)=O>[CH2:2]([C@H:5]1[CH2:10][CH2:9][C@H:8]([CH:11]=[CH:41][C@H:38]2[CH2:39][CH2:40][C@H:35]([C:34]([F:44])([F:43])[F:33])[CH2:36][CH2:37]2)[CH2:7][CH2:6]1)[CH2:3][CH3:4] |f:0.1,2.3|. Procedure details: A mixture of 0.2 mol of (trans-4-propylcyclohexylmethyl)triphenylphosphonium bromide (prepared from trans-4-propylcyclohexylmethyl bromide and triphenylphosphine) and 150 ml of DMSO gives (sic) at 0° C. to a mixture of 0.2 mol of sodium hydride and 100 ml of DMSO. After the mixture has been stirred at room temperature for 10 minutes, a mixture of 0.2 mol of trans-4-trifluoromethyl-1-formyulcyclohexane (prepared as in Example 3) and 50 ml of DMSO is added dropwise. The mixture is warmed for 1 hou...